This data is from the Open Reaction Database (ORD), a public repository of structured organic reaction records. The task is: describe an organic reaction: reactants, conditions, products, and yield Starting materials: C(C=C)C=1N=C(N(C1)C(C1=CC=CC=C1)(C1=CC=CC=C1)C1=CC=CC=C1)F (4-allyl-2-fluoro-1-triphenylmethyl imidazole), O.C1(=CC=C(C=C1)S(=O)(=O)O)C (toluene-p-sulphonic acid monohydrate), C(C)(=O)OCC=1CS[C@H]2N(C1C(=O)O)C(C2N)=O (3-Acetoxymethyl-7-aminoceph-3-em-4-carboxylic acid). The solvent is CN(C)C=O (DMF). Conditions: time 1 minute. Product: C(C)(=O)OCC=1CS[C@H]2N(C1C(=O)O)C(C2NC2=NC=CN2CC=C)=O (3-acetoxymethyl-7-(3-allylimidazol-2-yl)aminoceph-3-em-4-carboxylic acid). Yield: 11.4%. Reaction SMILES: C([C:4]1[N:5]=[C:6](F)[N:7]([C:9]([C:22]2[CH:27]=CC=CC=2)(C2C=CC=CC=2)C2C=CC=CC=2)[CH:8]=1)C=C.O.C1(C)C=CC(S(O)(=O)=O)=CC=1.[C:41]([O:44][CH2:45][C:46]1[CH2:47][S:48][C@@H:49]2[CH:56]([NH2:57])[C:55](=[O:58])[N:50]2[C:51]=1[C:52]([OH:54])=[O:53])(=[O:43])[CH3:42]>CN(C=O)C>[C:41]([O:44][CH2:45][C:46]1[CH2:47][S:48][C@@H:49]2[CH:56]([NH:57][C:6]3[N:7]([CH2:9][CH:22]=[CH2:27])[CH:8]=[CH:4][N:5]=3)[C:55](=[O:58])[N:50]2[C:51]=1[C:52]([OH:54])=[O:53])(=[O:43])[CH3:42] |f:1.2|. Procedure: A mixture of 4-allyl-2-fluoro-1-triphenylmethyl imidazole (1.21 g.) and toluene-p-sulphonic acid monohydrate (0.635 g.) in DMF (8.5 ml.) was stirred at ambient temperature for 1 minute then at 80°. 3-Acetoxymethyl-7-aminoceph-3-em-4-carboxylic acid (0.904 g.) was added and the mixture was heated at 80° for 2.5 hours. The solution was evaporated to dryness in vacuo and water and EtOAc added to the residue. The aqueous layer was separated, evaporated to dryness, the residue redissolved in water an... Reactants: NC1=C(C=CC(=C1)C=1SC=CC1)NC(OC(C)(C)C)=O (tert-butyl (2-amino-4-(thiophen-2-yl)phenyl)carbamate), C(C)(C)N=C=O (isopropyl isocyanate), TEA. Solvent: ClCCl (dichloromethane), ClCCl (dichloromethane), O (water). Reaction conditions: time 16 hour. Yields the product C(C)(C)NC(NC1=C(C=CC(=C1)C=1SC=CC1)NC(OC(C)(C)C)=O)=O (tert-butyl (2-(3-isopropylureido)-4-(thiophen-2-yl)phenyl)carbamate). Isolated yield 68.5%. RXN SMILES: [NH2:1][C:2]1[CH:7]=[C:6]([C:8]2[S:9][CH:10]=[CH:11][CH:12]=2)[CH:5]=[CH:4][C:3]=1[NH:13][C:14](=[O:20])[O:15][C:16]([CH3:19])([CH3:18])[CH3:17].[CH:21]([N:24]=[C:25]=[O:26])([CH3:23])[CH3:22]>ClCCl.O>[CH:21]([NH:24][C:25](=[O:26])[NH:1][C:2]1[CH:7]=[C:6]([C:8]2[S:9][CH:10]=[CH:11][CH:12]=2)[CH:5]=[CH:4][C:3]=1[NH:13][C:14](=[O:20])[O:15][C:16]([CH3:17])([CH3:19])[CH3:18])([CH3:23])[CH3:22]. Reported procedure: To a solution of tert-butyl (2-amino-4-(thiophen-2-yl)phenyl)carbamate (0.20 g, 0.70 mmol, 1.0 equiv.) in dichloromethane (4 mL) was added isopropyl isocyanate (0.07 mL, 0.83 mmol, 1.2 equiv.) and TEA (0.19 mL, 1.37 mmol) at 0° C. The reaction was stirred at room temperature for 16 h. The reaction was then diluted with dichloromethane and water. The organic layer was separated, washed with water and brine, dried over sodium sulfate, then concentrated under reduced pressure. The crude material wa... Reactants: [Br-].CC1(C=2C=CC(=CC2C(CC1)(C)C)C(C)[P+](C1=CC=CC=C1)(C1=CC=CC=C1)C1=CC=CC=C1)C ([1-(5,6,7,8-tetrahydro-5,5,8,8-tetramethyl-2-naphthyl)ethyl]-triphenylphosphonium bromide), C(C)(=O)C1=CC=C(C=O)C=C1 (4-acetyl-benzaldehyde). The product is CC1(C=2C=CC(=CC2C(CC1)(C)C)/C(=C/C1=CC=C(C=C1)C(C)=O)/C)C (4'-[(E)-2-(5,6,7,8-tetrahydro-5,5,8,8-tetramethyl-2-naphthyl)propenyl]-acetophenone). Reaction SMILES: [Br-].[CH3:2][C:3]1([CH3:36])[CH2:12][CH2:11][C:10]([CH3:14])([CH3:13])[C:9]2[CH:8]=[C:7]([CH:15]([P+](C3C=CC=CC=3)(C3C=CC=CC=3)C3C=CC=CC=3)[CH3:16])[CH:6]=[CH:5][C:4]1=2.[C:37]([C:40]1[CH:47]=[CH:46][C:43]([CH:44]=O)=[CH:42][CH:41]=1)(=[O:39])[CH3:38]>>[CH3:2][C:3]1([CH3:36])[CH2:12][CH2:11][C:10]([CH3:14])([CH3:13])[C:9]2[CH:8]=[C:7](/[C:15](/[CH3:16])=[CH:44]/[C:43]3[CH:46]=[CH:47][C:40]([C:37](=[O:39])[CH3:38])=[CH:41][CH:42]=3)[CH:6]=[CH:5][C:4]1=2 |f:0.1|. Reported procedure: In a manner analogous to that described in Example 1, from [1-(5,6,7,8-tetrahydro-5,5,8,8-tetramethyl-2-naphthyl)ethyl]-triphenylphosphonium bromide and 4-acetyl-benzaldehyde there can be obtained 4'-[(E)-2-(5,6,7,8-tetrahydro-5,5,8,8-tetramethyl-2-naphthyl)propenyl]-acetophenone of melting point 148°-149° C. The reactants are FC1=CC=C(C=C1)C1(CCC1)C(=O)O (1-(4-fluorophenyl)cyclobutanecarboxylic acid), CN[C@@H]1CCC=2N(C3=CC=CC=C3C2CC(=O)OCCC)C1 (propyl [(7R)-7-(methylamino)-6,7,8,9-tetrahydropyrido[1,2-a]indol-10-yl]acetate). Product: FC1=CC=C(C=C1)C1(CCC1)C(=O)N([C@@H]1CCC=2N(C3=CC=CC=C3C2CC(=O)O)C1)C ({(7R)-7-[{[1-(4-fluorophenyl)cyclobutyl]carbonyl}(methyl)amino]-6,7,8,9-tetrahydropyrido[1,2-a]indol-10-yl}acetic acid). Reaction SMILES: [F:1][C:2]1[CH:7]=[CH:6][C:5]([C:8]2([C:12]([OH:14])=O)[CH2:11][CH2:10][CH2:9]2)=[CH:4][CH:3]=1.[CH3:15][NH:16][C@H:17]1[CH2:36][N:21]2[C:22]3[C:27]([C:28]([CH2:29][C:30]([O:32]CCC)=[O:31])=[C:20]2[CH2:19][CH2:18]1)=[CH:26][CH:25]=[CH:24][CH:23]=3>>[F:1][C:2]1[CH:3]=[CH:4][C:5]([C:8]2([C:12]([N:16]([CH3:15])[C@H:17]3[CH2:36][N:21]4[C:22]5[C:27]([C:28]([CH2:29][C:30]([OH:32])=[O:31])=[C:20]4[CH2:19][CH2:18]3)=[CH:26][CH:25]=[CH:24][CH:23]=5)=[O:14])[CH2:9][CH2:10][CH2:11]2)=[CH:6][CH:7]=1. Procedure details: The title compound was prepared using analogous procedures described in Example 1 (Method A) from 1-(4-fluorophenyl)cyclobutanecarboxylic acid and propyl [(7R)-7-(methylamino)-6,7,8,9-tetrahydropyrido[1,2-a]indol-10-yl]acetate. MS (+ESI) m/z: 435. Starting materials: BrC1=CC=C(C(C=O)=C1)O (5-bromo-salicylaldehyde), C([O-])([O-])=O.[K+].[K+] (potassium carbonate), C(C=C)Br (allyl bromide). The solvent is CN(C)C=O (DMF). Run at time 18 hour. Product: C(C=C)OC1=C(C(=O)O)C=C(C=C1)Br (2-allyloxy-5-bromobenzoic acid). The yield is 38.9%. RXN SMILES: [Br:1][C:2]1[CH:9]=[C:6]([CH:7]=[O:8])[C:5]([OH:10])=[CH:4][CH:3]=1.C(=O)([O-])[O-:12].[K+].[K+].[CH2:17](Br)[CH:18]=[CH2:19]>CN(C=O)C>[CH2:17]([O:10][C:5]1[CH:4]=[CH:3][C:2]([Br:1])=[CH:9][C:6]=1[C:7]([OH:12])=[O:8])[CH:18]=[CH2:19] |f:1.2.3|. Reported procedure: A solution of 5-bromo-salicylaldehyde (20.1 g, 100 mM) in DMF (50 ml) was treated with potassium carbonate (20.7 g, 150 mM) and allyl bromide (12.7 g, 10.5 mM). The reaction was stirred at ambient temperature for 18 hours. The reaction was partitioned between ethyl acetate/water. The organic phase was washed with water four times, dried (MgSO4) and evaporated at reduced pressure to give 2-allyloxy-5-bromobenzoic acid as a pale yellow oil (10.0 g, 41 %). Starting materials: C(CCC)[Li] (n-Butyl lithium), [Br-].O1C(CCCC1)OCCCCCCCC[P+](C1=CC=CC=C1)(C1=CC=CC=C1)C1=CC=CC=C1 ((8-Tetrahydropyranyloxyoctyl)triphenylphosphonium bromide), C1(=CC=CC=C1)CCC=O (3-phenyl-propionaldehyde). Solvent: O1CCCC1 (tetrahydrofuran), O1CCCC1 (tetrahydrofuran). Run at temperature -70 celsius, time 30 minute. The product is C1(=CC=CC=C1)CCC=CCCCCCCCOC1OCCCC1 (2-(11-Phenyl-8-undecenyloxy)-tetrahydropyran). RXN SMILES: C([Li])CCC.[Br-].[O:7]1[CH2:12][CH2:11][CH2:10][CH2:9][CH:8]1[O:13][CH2:14][CH2:15][CH2:16][CH2:17][CH2:18][CH2:19][CH2:20][CH2:21][P+](C1C=CC=CC=1)(C1C=CC=CC=1)C1C=CC=CC=1.[C:41]1([CH2:47][CH2:48][CH:49]=O)[CH:46]=[CH:45][CH:44]=[CH:43][CH:42]=1>O1CCCC1>[C:41]1([CH2:47][CH2:48][CH:49]=[CH:21][CH2:20][CH2:19][CH2:18][CH2:17][CH2:16][CH2:15][CH2:14][O:13][CH:8]2[CH2:9][CH2:10][CH2:11][CH2:12][O:7]2)[CH:46]=[CH:45][CH:44]=[CH:43][CH:42]=1 |f:1.2|. Procedure: n-Butyl lithium (1.6M solution in hexane, 20 ml) was added to a stirred solution of the product of step (a) (11.0 g) in dry tetrahydrofuran at -70° C. under nitrogen. The orange solution was stirred for 30 minutes at -70° C. then a solution of 3-phenyl-propionaldehyde (2.75 g) in tetrahydrofuran (7 ml) was added. The pale solution was allowed to warm to room temperature and then evaporated. The residue was extracted with ether and the extract again evaporated and the residue was chromatographed ... The reactants are aqueous solution, [OH-].[Na+] (sodium hydroxide), O=C(C(=O)[O-])C(CCCCCC)C1=CC=CC=C1.[Na+] (sodium 2-oxo-3-phenylnonanoate), CI (methyl iodide), Cl (hydrochloric acid), aqueous solution, [OH-].[Na+] (sodium hydroxide). Reagents/catalysts: [Cl-].C(C)[N+](CC1=CC=CC=C1)(CC)CC (triethylbenzylammonium chloride). The solvent is O1CCCC1 (tetrahydrofuran). The product is O=C(C(=O)[O-])C(CCCCCC)(C1=CC=CC=C1)C.[Na+] (sodium 2-oxo-3-methyl- 3-phenylnonanoate). The yield is 58.0%. RXN SMILES: [OH-].[Na+:2].[O:3]=[C:4]([CH:8]([C:15]1[CH:20]=[CH:19][CH:18]=[CH:17][CH:16]=1)[CH2:9][CH2:10][CH2:11][CH2:12][CH2:13][CH3:14])[C:5]([O-:7])=[O:6].[Na+].[CH3:22]I.Cl>[Cl-].C([N+](CC)(CC)CC1C=CC=CC=1)C.O1CCCC1>[O:3]=[C:4]([C:8]([CH3:22])([C:15]1[CH:16]=[CH:17][CH:18]=[CH:19][CH:20]=1)[CH2:9][CH2:10][CH2:11][CH2:12][CH2:13][CH3:14])[C:5]([O-:7])=[O:6].[Na+:2] |f:0.1,2.3,6.7,9.10|. Reported procedure: A 3N aqueous solution (0.50 ml) of sodium hydroxide and 2.0 ml of tetrahydrofuran were added to 0.205 g (0.76 mmoles) of sodium 2-oxo-3-phenylnonanoate, and the mixture was stirred until a completely uniform solution formed. Then, 0.09 ml (1.8 mmoles) of methyl iodide and 20 mg of triethylbenzylammonium chloride were added, and the mixture reacted at room temperature for 23 hours. The reaction mixture was acidified with 1N hydrochloric acid, and extracted with ether. The ether layer was dried ov... Starting materials: CC(=O)O, COc1cccc(C(=O)NN)c1C, CO, ClCCl, O=C1CCOCC1. Yields the product COc1cccc(C(=O)NN=C2CCOCC2)c1C. RXN SMILES: [CH3:14][C:15](=[O:16])[OH:17].[CH3:1][O:2][c:3]1[c:4]([CH3:13])[c:5]([C:6](=[O:7])[NH:8][NH2:9])[cH:10][cH:11][cH:12]1.[CH3:28][OH:29].[Cl:25][CH2:26][Cl:27].[O:18]1[CH2:19][CH2:20][C:21](=[O:24])[CH2:22][CH2:23]1>>[CH3:1][O:2][c:3]1[c:4]([CH3:13])[c:5]([C:6](=[O:7])[NH:8][N:9]=[C:21]2[CH2:20][CH2:19][O:18][CH2:23][CH2:22]2)[cH:10][cH:11][cH:12]1. Product: C(C)N1C(CCC1)CNC(C1=C(N=C(C=C1)Cl)OC)=O (N-[(1-ethyl-2-pyrrolidinyl)-methyl]-2-methoxy-6-chloronicotinamide). Reactants: C(C)N1C(CCC1)CN (1-ethyl-2-(aminomethyl)-pyrrolidine), COC1=C(C(=O)Cl)C=CC(=N1)Cl (2-methoxy-6-chloronicotinoyl chloride), N (ammonia). The solvent is C1=CC=CC=C1 (benzene), C(Cl)(Cl)Cl (chloroform). Reaction SMILES: [CH3:1][O:2][C:3]1[N:11]=[C:10]([Cl:12])[CH:9]=[CH:8][C:4]=1[C:5](Cl)=[O:6].[CH2:13]([N:15]1[CH2:19][CH2:18][CH2:17][CH:16]1[CH2:20][NH2:21])[CH3:14].N>C(Cl)(Cl)Cl.C1C=CC=CC=1>[CH2:13]([N:15]1[CH2:19][CH2:18][CH2:17][CH:16]1[CH2:20][NH:21][C:5](=[O:6])[C:4]1[CH:8]=[CH:9][C:10]([Cl:12])=[N:11][C:3]=1[O:2][CH3:1])[CH3:14]. Procedure: 5.02 g (0.025 mole) of crude 2-methoxy-6-chloronicotinoyl chloride are dissolved in 75 ml of absolute chloroform and the solution is added dropwise in the course of 30 minutes at 25°-30° C to a solution of 7.7 g (0.06 mole) of 1-ethyl-2-(aminomethyl)-pyrrolidine in 75 ml of absolute benzene. The reaction mixture is stirred for 3 hours at 50° C, cooled, and 10 ml of a 5 N ethanolic ammonia solution are added thereto. The organic solvents are evaporated in vacuo and the residual crude base is chro... Reaction conditions: temperature 50 celsius, time 3 hour.